Dataset: the Open Reaction Database (ORD), a public repository of structured organic reaction records. Task: describe an organic reaction: reactants, conditions, products, and yield Starting materials: C1CCNCC1, CCO, O=Cc1ccccc1, O=Cc1ccc(N2CCC3(CC2)OCCO3)cc1, O=C1CSC(=O)N1. Yields the product O=C1NC(=O)C(=Cc2ccc(N3CCC4(CC3)OCCO4)cc2)S1. RXN SMILES: [CH2:34]1[CH2:35][CH2:36][NH:37][CH2:38][CH2:39]1.[CH3:40][CH2:41][OH:42].[CH:1](=[O:2])[c:3]1[cH:4][cH:5][cH:6][cH:7][cH:8]1.[O:9]1[CH2:10][CH2:11][O:12][C:13]12[CH2:14][CH2:15][N:16]([c:19]1[cH:20][cH:21][c:22]([CH:23]=[O:24])[cH:25][cH:26]1)[CH2:17][CH2:18]2.[S:27]1[C:28](=[O:33])[NH:29][C:30](=[O:32])[CH2:31]1>>[O:9]1[CH2:10][CH2:11][O:12][C:13]12[CH2:14][CH2:15][N:16]([c:19]1[cH:20][cH:21][c:22]([CH:23]=[C:31]3[S:27][C:28](=[O:33])[NH:29][C:30]3=[O:32])[cH:25][cH:26]1)[CH2:17][CH2:18]2. Starting materials: CNC, CN(C)C=O, ClCCCOc1ccc2c(-c3c(-c4ccccn4)nn4c3CCC4)ccnc2c1, [I-], [Na+], C1CCOC1. The product is CN(C)CCCOc1ccc2c(-c3c(-c4ccccn4)nn4c3CCC4)ccnc2c1. As a reaction SMILES: [CH3:32][NH:33][CH3:34].[CH3:40][N:41]([CH3:42])[CH:43]=[O:44].[Cl:1][CH2:2][CH2:3][CH2:4][O:5][c:6]1[cH:7][cH:8][c:9]2[c:10](-[c:16]3[c:17]4[n:18]([n:19][c:20]3-[c:21]3[n:22][cH:23][cH:24][cH:25][cH:26]3)[CH2:27][CH2:28][CH2:29]4)[cH:11][cH:12][n:13][c:14]2[cH:15]1.[I-:31].[Na+:30].[O:35]1[CH2:36][CH2:37][CH2:38][CH2:39]1>>[CH2:2]([CH2:3][CH2:4][O:5][c:6]1[cH:7][cH:8][c:9]2[c:10](-[c:16]3[c:17]4[n:18]([n:19][c:20]3-[c:21]3[n:22][cH:23][cH:24][cH:25][cH:26]3)[CH2:27][CH2:28][CH2:29]4)[cH:11][cH:12][n:13][c:14]2[cH:15]1)[N:33]([CH3:32])[CH3:34]. Starting materials: ClC1=NC(=NC=C1C(F)(F)F)NC1=C(C=C(CP(OCC)(OCC)=O)C=C1)OC (diethyl (4-{[4-chloro-5-(trifluoromethyl)pyrimidin-2-yl]amino}-3-methoxybenzyl)phosphonate), NC=1C=CC(=C2CN(C(C12)=O)C)[C@@H]1CC[C@H](CC1)C(=O)OCC (ethyl trans-4-(7-amino-2-methyl-1-oxo-2,3-dihydro-1H-isoindol-4-yl)cyclohexanecarboxylate). The product is C(C)OP(=O)(OCC)CC1=CC(=C(C=C1)NC1=NC=C(C(=N1)NC=1C=CC(=C2CN(C(C12)=O)C)[C@@H]1CC[C@H](CC1)C(=O)OCC)C(F)(F)F)OC (Ethyl trans-4-(7-{[2-({4-[(diethoxyphosphoryl)methyl]-2-methoxyphenyl}amino)-5-(trifluoromethyl)pyrimidin-4-yl]amino}-2-methyl-1-oxo-2,3-dihydro-1H-isoindol-4-yl)cyclohexanecarboxylate). RXN SMILES: Cl[C:2]1[C:7]([C:8]([F:11])([F:10])[F:9])=[CH:6][N:5]=[C:4]([NH:12][C:13]2[CH:27]=[CH:26][C:16]([CH2:17][P:18](=[O:25])([O:22][CH2:23][CH3:24])[O:19][CH2:20][CH3:21])=[CH:15][C:14]=2[O:28][CH3:29])[N:3]=1.[NH2:30][C:31]1[CH:32]=[CH:33][C:34]([C@H:42]2[CH2:47][CH2:46][C@H:45]([C:48]([O:50][CH2:51][CH3:52])=[O:49])[CH2:44][CH2:43]2)=[C:35]2[C:39]=1[C:38](=[O:40])[N:37]([CH3:41])[CH2:36]2>>[CH2:20]([O:19][P:18]([CH2:17][C:16]1[CH:26]=[CH:27][C:13]([NH:12][C:4]2[N:3]=[C:2]([NH:30][C:31]3[CH:32]=[CH:33][C:34]([C@H:42]4[CH2:43][CH2:44][C@H:45]([C:48]([O:50][CH2:51][CH3:52])=[O:49])[CH2:46][CH2:47]4)=[C:35]4[C:39]=3[C:38](=[O:40])[N:37]([CH3:41])[CH2:36]4)[C:7]([C:8]([F:11])([F:10])[F:9])=[CH:6][N:5]=2)=[C:14]([O:28][CH3:29])[CH:15]=1)([O:22][CH2:23][CH3:24])=[O:25])[CH3:21]. Reported procedure: This compound was prepared in a manner analogous to Example 87 using diethyl (4-{[4-chloro-5-(trifluoromethyl)pyrimidin-2-yl]amino}-3-methoxybenzyl)phosphonate and ethyl trans-4-(7-amino-2-methyl-1-oxo-2,3-dihydro-1H-isoindol-4-yl)cyclohexanecarboxylate. 1H NMR (400 MHz, MeOD) δ ppm 8.51 (d, J=8.84 Hz, 1 H), 8.36 (s, 1 H), 7.89 (d, J=8.08 Hz, 1 H), 7.40 (d, J=8.84 Hz, 1 H), 7.08 (t, J=2.02 Hz, 1 H), 6.97 (dt, 1 H), 4.53 (s, 2 H), 4.06-4.20 (m, 6 H), 3.92 (s, 3 H), 3.35-3.36 (m, 1 H), 3.29-3.31 (... Starting materials: OCc1ccc(F)c(Br)c1, O=C([O-])O, Cc1ccccc1, [Na+], BrP(Br)Br, [O-]P([O-])[O-], c1ccncc1. The product is Fc1ccc(CBr)cc1Br. RXN SMILES: [Br:1][c:2]1[cH:3][c:4]([CH2:5][OH:6])[cH:7][cH:8][c:9]1[F:10].[C:19](=[O:20])([OH:21])[O-:22].[CH3:24][c:25]1[cH:26][cH:27][cH:28][cH:29][cH:30]1.[Na+:23].[P:11]([Br:12])([Br:13])[Br:14].[P:15]([O-:16])([O-:17])[O-:18].[cH:31]1[cH:32][cH:33][n:34][cH:35][cH:36]1>>[Br:1][c:2]1[cH:3][c:4]([CH2:5][Br:12])[cH:7][cH:8][c:9]1[F:10].